From a dataset of the Open Reaction Database (ORD), a public repository of structured organic reaction records. describe an organic reaction: reactants, conditions, products, and yield Reaction SMILES: C(O[C:4]([C:6]1[N:7]=[C:8]([C:15]2[CH:20]=[CH:19][CH:18]=[CH:17][C:16]=2[O:21][CH3:22])[N:9]([CH3:14])[C:10](=[O:13])[C:11]=1[OH:12])=[O:5])C.[Cl:23][C:24]1[CH:25]=[C:26]([CH:29]=[CH:30][C:31]=1[CH3:32])[CH2:27][NH2:28]>>[Cl:23][C:24]1[CH:25]=[C:26]([CH:29]=[CH:30][C:31]=1[CH3:32])[CH2:27][NH:28][C:4]([C:6]1[N:7]=[C:8]([C:15]2[CH:20]=[CH:19][CH:18]=[CH:17][C:16]=2[O:21][CH3:22])[N:9]([CH3:14])[C:10](=[O:13])[C:11]=1[OH:12])=[O:5]. Yields the product ClC=1C=C(CNC(=O)C=2N=C(N(C(C2O)=O)C)C2=C(C=CC=C2)OC)C=CC1C (N-(3-chloro-4-methylbenzyl)-5-hydroxy-2-(2-methoxyphenyl)-1-methyl-6-oxo-1,6-dihydropyrimidine-4-carboxamide), solid. Reported procedure: Prepared according to the procedure described for example 2 from 5-hydroxy-2-(2-methoxy-phenyl)-1-methyl-6-oxo-1,6-dihydro-pyrimidine-4-carboxylic acid ethyl ester (45.6 mg, 0.15 mmol) and 3-chloro-4-methylbenzylamine (107 mg, 0.75 mmol). The title product was obtained as a brown solid (57.5 mg, 93% yield). 1HNMR (500 MHz, CDCl3) δ: 12.04 (1H, br s), 7.90 (1H, t, J=5.49 Hz), 7.48 (1H, td, J=8.24, 1.83 Hz), 7.30–7.25 (2H, m), 7.17 (1H, d, J=7.94 Hz), 7.10–7.05 (2H, m), 6.98 (1H, d, J=8.55 Hz), 4.... The yield is 93.0%. The reactants are C(C)OC(=O)C=1N=C(N(C(C1O)=O)C)C1=C(C=CC=C1)OC (5-hydroxy-2-(2-methoxy-phenyl)-1-methyl-6-oxo-1,6-dihydro-pyrimidine-4-carboxylic acid ethyl ester), ClC=1C=C(CN)C=CC1C (3-chloro-4-methylbenzylamine). Reactants: NC=1SC(=C(N1)C)C (2-amino-4,5-dimethylthiazole), CN(C(=O)Cl)C (N,N-dimethylcarbamoyl chloride), [Cl-].[Al+3].[Cl-].[Cl-] (aluminum chloride). Run in C=1(C(=CC=CC1)C)C (xylene). Product: CN(C(=O)NC=1SC(=C(N1)C)C)C (1,1-dimethyl-3-(4,5-dimethyl-2-thiazolyl)urea). Yield: 91.5%. RXN SMILES: [NH2:1][C:2]1[S:3][C:4]([CH3:8])=[C:5]([CH3:7])[N:6]=1.[CH3:9][N:10]([CH3:14])[C:11](Cl)=[O:12].[Cl-].[Al+3].[Cl-].[Cl-]>C1(C)C(C)=CC=CC=1>[CH3:9][N:10]([CH3:14])[C:11]([NH:1][C:2]1[S:3][C:4]([CH3:8])=[C:5]([CH3:7])[N:6]=1)=[O:12] |f:2.3.4.5|. Procedure details: Using 2-amino-4,5-dimethylthiazole (1.28 g), N,N-dimethylcarbamoyl chloride (1.29 g), aluminum chloride (1.60 g), and xylene (40 ml), the reaction is run as in Example 1, whereby 1,1-dimethyl-3-(4,5-dimethyl-2-thiazolyl)urea (1.82 g) is obtained. Yield is 91.5%. Melting point is 202.5° to 204° C. (after recrystallization from ethyl acetate). Starting materials: C1(=CC=CC=C1)CCCCOC1=CC=C(C(=O)O)C=C1 (4-(4-phenylbutoxy)benzoic acid), [Na+].[Cl-] (NaCl), [H-].[Al+3].[Li+].[H-].[H-].[H-] (lithium aluminium hydride). Run in C(C)OCC (ethyl ether), C(C)OCC (ethyl ether), O (water), O1CCCC1 (tetrahydrofuran). Run at time 2 hour. The product is C1(=CC=CC=C1)CCCCOC1=CC=C(CO)C=C1 (4-(4-Phenylbutoxy)benzyl alcohol). Yield: 56.9%. RXN SMILES: [H-].[Al+3].[Li+].[H-].[H-].[H-].[C:7]1([CH2:13][CH2:14][CH2:15][CH2:16][O:17][C:18]2[CH:26]=[CH:25][C:21]([C:22](O)=[O:23])=[CH:20][CH:19]=2)[CH:12]=[CH:11][CH:10]=[CH:9][CH:8]=1.[Na+].[Cl-]>O1CCCC1.C(OCC)C.O>[C:7]1([CH2:13][CH2:14][CH2:15][CH2:16][O:17][C:18]2[CH:19]=[CH:20][C:21]([CH2:22][OH:23])=[CH:25][CH:26]=2)[CH:8]=[CH:9][CH:10]=[CH:11][CH:12]=1 |f:0.1.2.3.4.5,7.8|. Reported procedure: A suspension of lithium aluminium hydride (309 mg, 7.62 mmol) in anhydrous tetrahydrofuran (65 ml) was added under inert atmosphere with a solution of 4-(4-phenylbutoxy)benzoic acid (1.03 g, 3.81 mmol) in 20 ml of dry ethyl ether. The mixture was left under stirring at room temperature for 2 hours, after that was added slowly with a NaCl saturated solution in water (80 ml), the two phases were separated and the aqueous one was extracted with ethyl acetate (3×50 ml). The organic extracts were dri... Reactants: BrC1=C(SC2=NC(=C(C(=C21)NS(=O)(=O)C2=CC(=CC=C2)Cl)C(=O)OCC)C)C=2C=NNC2 (ethyl 3-bromo-4-{[(3-chlorophenyl)sulfonyl]amino}-6-methyl-2-(1H-pyrazol-4-yl)thieno[2,3-b]pyridine-5-carboxylate), [OH-].[Na+] (NaOH), C1(=CC=CC=C1)OC1=CC=CC=C1 (diphenyl ether), C(=O)O (formic acid). The solvent is CS(=O)C (DMSO), CS(=O)C (DMSO), O (water). Conditions: temperature 150 celsius. The product is BrC1=C(SC2=NC(=CC(=C21)NS(=O)(=O)C2=CC(=CC=C2)Cl)C)C=2C=NNC2 (N-[3-Bromo-6-methyl-2-(1H-pyrazol-4-yl)thieno[2,3-b]pyridin-4-yl]-3-chlorobenzenesulfonamide). The yield is 53.9%. Reaction SMILES: [Br:1][C:2]1[C:10]2[C:5](=[N:6][C:7]([CH3:27])=[C:8](C(OCC)=O)[C:9]=2[NH:11][S:12]([C:15]2[CH:20]=[CH:19][CH:18]=[C:17]([Cl:21])[CH:16]=2)(=[O:14])=[O:13])[S:4][C:3]=1[C:28]1[CH:29]=[N:30][NH:31][CH:32]=1.[OH-].[Na+].C(O)=O.C1(OC2C=CC=CC=2)C=CC=CC=1>CS(C)=O.O>[Br:1][C:2]1[C:10]2[C:5](=[N:6][C:7]([CH3:27])=[CH:8][C:9]=2[NH:11][S:12]([C:15]2[CH:20]=[CH:19][CH:18]=[C:17]([Cl:21])[CH:16]=2)(=[O:14])=[O:13])[S:4][C:3]=1[C:28]1[CH:32]=[N:31][NH:30][CH:29]=1 |f:1.2|. Procedure: A mixture of ethyl 3-bromo-4-{[(3-chlorophenyl)sulfonyl]amino}-6-methyl-2-(1H-pyrazol-4-yl)thieno[2,3-b]pyridine-5-carboxylate (Description 74) (920 mg, 1.65 mmol) in DMSO (15 mL) and aqueous NaOH (5M) (3.31 mL, 16.55 mmol) was heated at 150° C. for ca. 1.5 h. After cooling to RT, the mixture was diluted with water (20 mL) and acidified with formic acid (ca. pH 4-5). The mixture was extracted with 10% MeOH/DCM (30 mL×5) and the combined organics dried and concentrated. The residue was passed thr... Reactants: [BH3-]C#N, CC(=O)O, CO, CC(C)c1nc(C(=O)N2CCOC3(CCN(Cc4cccc(CC=O)c4Cl)CC3)C2)cs1, CC(C)(C)[Si](C)(C)OC(CN)c1ccc(O)c2[nH]c(=O)ccc12, [Na+]. Yields the product CC(C)c1nc(C(=O)N2CCOC3(CCN(Cc4cccc(CCNCC(O[Si](C)(C)C(C)(C)C)c5ccc(O)c6[nH]c(=O)ccc56)c4Cl)CC3)C2)cs1. Reaction SMILES: [C:60]([BH3-:61])#[N:62].[CH3:24][C:25](=[O:26])[OH:27].[CH3:64][OH:65].[Cl:28][c:29]1[c:30]([CH2:57][CH:58]=[O:59])[cH:31][cH:32][cH:33][c:34]1[CH2:35][N:36]1[CH2:37][CH2:38][C:39]2([CH2:40][N:41]([C:45](=[O:46])[c:47]3[n:48][c:49]([CH:52]([CH3:53])[CH3:54])[s:50][cH:51]3)[CH2:42][CH2:43][O:44]2)[CH2:55][CH2:56]1.[NH2:1][CH2:2][CH:3]([O:4][Si:5]([CH3:6])([CH3:7])[C:8]([CH3:9])([CH3:10])[CH3:11])[c:12]1[c:13]2[cH:14][cH:15][c:16](=[O:23])[nH:17][c:18]2[c:19]([OH:22])[cH:20][cH:21]1.[Na+:63]>>[NH:1]([CH2:2][CH:3]([O:4][Si:5]([CH3:6])([CH3:7])[C:8]([CH3:9])([CH3:10])[CH3:11])[c:12]1[c:13]2[cH:14][cH:15][c:16](=[O:23])[nH:17][c:18]2[c:19]([OH:22])[cH:20][cH:21]1)[CH2:58][CH2:57][c:30]1[c:29]([Cl:28])[c:34]([CH2:35][N:36]2[CH2:37][CH2:38][C:39]3([CH2:40][N:41]([C:45](=[O:46])[c:47]4[n:48][c:49]([CH:52]([CH3:53])[CH3:54])[s:50][cH:51]4)[CH2:42][CH2:43][O:44]3)[CH2:55][CH2:56]2)[cH:33][cH:32][cH:31]1. Reactants: 6-bromo, BrC=1C=C(C=CC1)CCNC(C(F)(F)F)=O (N-[2-(3-bromophenyl)ethyl]-2,2,2-trifluoroacetamide), C=O (formaldehyde), S(O)(O)(=O)=O (sulfuric acid). The solvent is C(C)(=O)O (acetic acid). The product is C1NCCC2=CC=CC=C12 (1,2,3,4-tetrahydroisoquinoline), BOC. As a reaction SMILES: Br[C:2]1[CH:3]=[C:4]([CH2:8][CH2:9][NH:10][C:11](=O)C(F)(F)F)[CH:5]=[CH:6][CH:7]=1.C=O.S(=O)(=O)(O)O>C(O)(=O)C>[CH2:11]1[C:3]2[C:4](=[CH:5][CH:6]=[CH:7][CH:2]=2)[CH2:8][CH2:9][NH:10]1. Procedure: Preferably the 1,2,3,4-tetrahydroisoquinoline intermediate (VIIa) is synthesised by Route A shown in Scheme 2. This route is a Friedel-Craft-type reaction of N-[2-(3-bromophenyl)ethyl]-2,2,2-trifluoroacetamide with formaldehyde and sulfuric acid in acetic acid (Tetrahedron Lett. 1996, 37(31), 5453-5456) giving a mixture of the 6-bromo- and 8-bromoisomer in a ratio of 3 to 1. Replacement of the trifluoroacetamide group with a BOC-group gives (VIIa). The regioisomers are not conveniently separated... RXN SMILES: [CH3:13][O:14][c:15]1[cH:16][cH:17][c:18]2[cH:19][c:20]([CH:25]([CH3:26])[C:27]([OH:28])=[O:29])[cH:21][cH:22][c:23]2[cH:24]1.[CH:30]1([N:31]=[C:32]=[N:33][CH:34]2[CH2:35][CH2:36][CH2:37][CH2:38][CH2:39]2)[CH2:40][CH2:41][CH2:42][CH2:43][CH2:44]1.[Cl:45][CH2:46][Cl:47].[o:1]1[cH:2][c:3]([CH:6]([CH3:7])[N:8]([C:9](=[O:10])[NH2:11])[OH:12])[cH:4][cH:5]1>>[o:1]1[cH:2][c:3]([CH:6]([CH3:7])[N:8]([C:9](=[O:10])[NH2:11])[O:12][C:27]([CH:25]([c:20]2[cH:19][c:18]3[cH:17][cH:16][c:15]([O:14][CH3:13])[cH:24][c:23]3[cH:22][cH:21]2)[CH3:26])=[O:28])[cH:4][cH:5]1. The reactants are COc1ccc2cc(C(C)C(=O)O)ccc2c1, C(=NC1CCCCC1)=NC1CCCCC1, ClCCl, CC(c1ccoc1)N(O)C(N)=O. Yields the product COc1ccc2cc(C(C)C(=O)ON(C(N)=O)C(C)c3ccoc3)ccc2c1.